This data is from the Open Reaction Database (ORD), a public repository of structured organic reaction records. The task is: describe an organic reaction: reactants, conditions, products, and yield The reactants are FC(CNC(=O)C1(C2=CC=CC=C2OC=2C=CC=CC12)CCCCBr)(F)F (9-(4-bromo-butyl)-9H-xanthene-9-carboxylic acid-(2,2,2-trifluoro-ethyl)-amide), C[C@@H]1CN(C[C@@H](N1)C)C=1SC2=C(N1)C=CC=C2 (2-(cis-3,5-dimethyl-piperazin-1-yl)-benzothiazole). Yields the product FC(CNC(=O)C1(C2=CC=CC=C2OC=2C=CC=CC12)CCCCN1[C@H](CN(C[C@H]1C)C=1SC2=C(N1)C=CC=C2)C)(F)F (9-[4-(4-benzothiazol-2-yl-cis-2,6-dimethyl-piperazin-1-yl)-butyl]-9H-xanthene-9-carboxylic acid-(2,2,2-trifluoro-ethyl)-amide). RXN SMILES: [F:1][C:2]([F:27])([F:26])[CH2:3][NH:4][C:5]([C:7]1([CH2:21][CH2:22][CH2:23][CH2:24]Br)[C:20]2[CH:19]=[CH:18][CH:17]=[CH:16][C:15]=2[O:14][C:13]2[C:8]1=[CH:9][CH:10]=[CH:11][CH:12]=2)=[O:6].[CH3:28][C@H:29]1[NH:34][C@@H:33]([CH3:35])[CH2:32][N:31]([C:36]2[S:37][C:38]3[CH:44]=[CH:43][CH:42]=[CH:41][C:39]=3[N:40]=2)[CH2:30]1>>[F:1][C:2]([F:27])([F:26])[CH2:3][NH:4][C:5]([C:7]1([CH2:21][CH2:22][CH2:23][CH2:24][N:34]2[C@H:33]([CH3:35])[CH2:32][N:31]([C:36]3[S:37][C:38]4[CH:44]=[CH:43][CH:42]=[CH:41][C:39]=4[N:40]=3)[CH2:30][C@@H:29]2[CH3:28])[C:20]2[CH:19]=[CH:18][CH:17]=[CH:16][C:15]=2[O:14][C:13]2[C:8]1=[CH:9][CH:10]=[CH:11][CH:12]=2)=[O:6]. Reported procedure: Prepared analogously to Example 1 from 9-(4-bromo-butyl)-9H-xanthene-9-carboxylic acid-(2,2,2-trifluoro-ethyl)-amide and 2-(cis-3,5-dimethyl-piperazin-1-yl)-benzothiazole. The reactants are CCOC(=O)CBr, O=C([O-])[O-], CN(C)C=O, Cl, [K+], [K+], CC(C)(C)OC(=O)N(Cc1ccc2c(c1)OCCO2)C1CCN(CCn2c(=O)ccc3c(O)cccc32)CC1, O. RXN SMILES: [Br:46][CH2:47][C:48](=[O:49])[O:50][CH2:51][CH3:52].[C:40](=[O:41])([O-:42])[O-:43].[CH3:55][N:56]([CH3:57])[CH:58]=[O:59].[ClH:53].[K+:44].[K+:45].[O:1]1[CH2:2][CH2:3][O:4][c:5]2[c:6]1[cH:7][cH:8][c:9]([CH2:11][N:12]([C:13]([O:14][C:15]([CH3:16])([CH3:17])[CH3:18])=[O:19])[CH:20]1[CH2:21][CH2:22][N:23]([CH2:26][CH2:27][n:28]3[c:29](=[O:39])[cH:30][cH:31][c:32]4[c:33]([OH:38])[cH:34][cH:35][cH:36][c:37]34)[CH2:24][CH2:25]1)[cH:10]2.[OH2:54]>>[O:1]1[CH2:2][CH2:3][O:4][c:5]2[c:6]1[cH:7][cH:8][c:9]([CH2:11][N:12]([C:13]([O:14][C:15]([CH3:16])([CH3:17])[CH3:18])=[O:19])[CH:20]1[CH2:21][CH2:22][N:23]([CH2:26][CH2:27][n:28]3[c:29](=[O:39])[cH:30][cH:31][c:32]4[c:33]([O:38][CH2:47][C:48](=[O:49])[O:50][CH2:51][CH3:52])[cH:34][cH:35][cH:36][c:37]34)[CH2:24][CH2:25]1)[cH:10]2. Product: CCOC(=O)COc1cccc2c1ccc(=O)n2CCN1CCC(N(Cc2ccc3c(c2)OCCO3)C(=O)OC(C)(C)C)CC1.